This data is from the Open Reaction Database (ORD), a public repository of structured organic reaction records. The task is: describe an organic reaction: reactants, conditions, products, and yield The reactants are COC(COC1=C2C(C(=C(NC2=C(C=C1)F)CC)CC1=CC=C(C=C1)S(=O)(=O)CC)=O)=O ([3-(4-ethanesulfonylbenzyl)-2-ethyl-8-fluoro-4-oxo-1,4-dihydroquinolin-5-yloxy]acetic acid methyl ester), CN(C=O)C (N,N-dimethylformamide), C([O-])([O-])=O.[K+].[K+] (potassium carbonate), ClC(F)(F)OC(C)=O (acetic acid chlorodifluoromethyl ester). Run in [Cl-].[NH4+] (ammonium chloride). Reaction conditions: temperature 70 celsius, time 3 day. Product: N (ammonia), COC(COC1=C2C(=C(C(=NC2=C(C=C1)F)CC)CC1=CC=C(C=C1)S(=O)(=O)CC)OC(F)F)=O ([4-difluoromethoxy-3-(4-ethanesulfonylbenzyl)-2-ethyl-8-fluoroquinolin-5-yloxy]acetic Acid Methyl Ester). Reaction SMILES: [CH3:1][O:2][C:3](=[O:32])[CH2:4][O:5][C:6]1[CH:15]=[CH:14][C:13]([F:16])=[C:12]2[C:7]=1[C:8](=[O:31])[C:9]([CH2:19][C:20]1[CH:25]=[CH:24][C:23]([S:26]([CH2:29][CH3:30])(=[O:28])=[O:27])=[CH:22][CH:21]=1)=[C:10]([CH2:17][CH3:18])[NH:11]2.CN(C)C=O.C(=O)([O-])[O-].[K+].[K+].Cl[C:45](OC(=O)C)([F:47])[F:46]>[Cl-].[NH4+]>[NH3:11].[CH3:1][O:2][C:3](=[O:32])[CH2:4][O:5][C:6]1[CH:15]=[CH:14][C:13]([F:16])=[C:12]2[C:7]=1[C:8]([O:31][CH:45]([F:47])[F:46])=[C:9]([CH2:19][C:20]1[CH:21]=[CH:22][C:23]([S:26]([CH2:29][CH3:30])(=[O:27])=[O:28])=[CH:24][CH:25]=1)[C:10]([CH2:17][CH3:18])=[N:11]2 |f:2.3.4,6.7|. Reported procedure: A mixture of [3-(4-ethanesulfonylbenzyl)-2-ethyl-8-fluoro-4-oxo-1,4-dihydroquinolin-5-yloxy]acetic acid methyl ester (1.9 g), N,N-dimethylformamide (30 mL), potassium carbonate (1.7 g) and acetic acid chlorodifluoromethyl ester (2.2 mL) was stirred at 70° C. for 3 days. The mixture was diluted with saturated aqueous ammonium chloride solution, extracted with ethyl acetate and the combined extracts washed with saturated aqueous sodium chloride solution and then dried over magnesium sulfate. The s... Reactants: C1CCOC1, CO, O=C(O)C(F)(F)F, O=C1CCCCC1, NC1CCC(COc2ccccc2)CC1. Product: c1ccc(OCC2CCC(NC3CCCCC3)CC2)cc1. RXN SMILES: [CH2:30]1[O:31][CH2:32][CH2:33][CH2:34]1.[CH3:35][OH:36].[F:1][C:2]([F:3])([F:4])[C:5]([OH:6])=[O:7].[O:23]=[C:24]1[CH2:25][CH2:26][CH2:27][CH2:28][CH2:29]1.[O:8]([c:9]1[cH:10][cH:11][cH:12][cH:13][cH:14]1)[CH2:15][CH:16]1[CH2:17][CH2:18][CH:19]([NH2:22])[CH2:20][CH2:21]1>>[O:8]([c:9]1[cH:10][cH:11][cH:12][cH:13][cH:14]1)[CH2:15][CH:16]1[CH2:17][CH2:18][CH:19]([NH:22][CH:24]2[CH2:25][CH2:26][CH2:27][CH2:28][CH2:29]2)[CH2:20][CH2:21]1. The reactants are O=CC1=CC(OC)=C(O)C=C1 (vanillin), C(C)(=O)[O-].[Na+] (sodium acetate), C(C)(=O)OC(C)=O (acetic anhydride), ice. Run in N1=CC=CC=C1 (pyridine). Reaction conditions: time 24 hour. Yields the product C(C)(=O)OC1=C(C=C(C=C1)/C=C/C(=O)O)OC ((E)3-(4-acetoxy-3-methoxyphenyl)acrylic acid). Yield: 69.4%. Reaction SMILES: O=[CH:2][C:3]1[CH:11]=[CH:10][C:8]([OH:9])=[C:5]([O:6][CH3:7])[CH:4]=1.[C:12]([O-:15])(=[O:14])[CH3:13].[Na+].[C:17](OC(=O)C)(=[O:19])[CH3:18]>N1C=CC=CC=1>[C:17]([O:9][C:8]1[CH:10]=[CH:11][C:3](/[CH:2]=[CH:13]/[C:12]([OH:15])=[O:14])=[CH:4][C:5]=1[O:6][CH3:7])(=[O:19])[CH3:18] |f:1.2|. Procedure details: In a round bottomed flask, 30.04 g of vanillin (0.197 mol) and 26.0 g of sodium acetate (0.317 mol) were dissolved in 200 mL of acetic anhydride (2.12 mol). About 1 mL of pyridine was added to the flask and the mixture was heated to reflux. After 24 h, the brown solution was poured over about 500 g of crushed ice and the solution was stirred until the appearance of a yellow-brown solid. The flask was left overnight in the freezer and a dark yellow solid was obtained by filtration. The crude soli... Starting materials: C(C1=CC=CC=C1)(=O)N1C(N(CC1C)CC1=CC=C(C=C1)OC)=O (3-Benzoyl-1-(4-methoxybenzyl)-4-methylimidazolidin-2-one). Run in FC(C(=O)O)(F)F (trifluoroacetic acid). Conditions: time 4 hour. Product: C(C1=CC=CC=C1)(=O)N1C(NCC1C)=O (1-benzoyl-5-methylimidazolidin-2-one). Yield: 97.5%. RXN SMILES: [C:1]([N:9]1[CH:13]([CH3:14])[CH2:12][N:11](CC2C=CC(OC)=CC=2)[C:10]1=[O:24])(=[O:8])[C:2]1[CH:7]=[CH:6][CH:5]=[CH:4][CH:3]=1>FC(F)(F)C(O)=O>[C:1]([N:9]1[CH:13]([CH3:14])[CH2:12][NH:11][C:10]1=[O:24])(=[O:8])[C:2]1[CH:3]=[CH:4][CH:5]=[CH:6][CH:7]=1. Reported procedure: 3-Benzoyl-1-(4-methoxybenzyl)-4-methylimidazolidin-2-one (220 mg) described in Preparation Example 55 was dissolved in trifluoroacetic acid (2 mL), and the mixture was stirred for 4 hr under heated reflux. The solvent was evaporated from the reaction mixture, 5% aqueous sodium hydrogen carbonate solution was added, and the mixture was extracted with ethyl acetate. The organic layer was washed with 5% aqueous sodium hydrogen carbonate solution and saturated brine, and the solvent was evaporated. ... Procedure details: To a solution material from Example 97 (4.7 g, 9.10 mmol) in anhydrous DMF (30 mL) is added piperidine (15 mL, 152 mmol). The resulting solution is stirred at room temp for 45 rain and the solvent is removed in vacuo. The resulting residue was redissolved in 1,4-dioxane (50 mL), the solvent was removed in vacuo again and the resulting solid was dried under high vacuum for 18 h to give the title compound as a white solid in quantitative yield that contains 1 equivalent of 1-((9H-fluoren-9-yl)meth... Starting materials: C1=CC=CC=2C3=CC=CC=C3C(C12)COC(=O)N[C@H](C(=O)NCC(=O)OC(C)(C)C)CC1=CC=C(C=C1)O ((S)-tert-Butyl 2-(2-(((9H-fluoren-9-yl)methoxy)carbonylamino)-3-(4-hydroxyphenyl)propanamido)acetate), N1CCCCC1 (piperidine). As a reaction SMILES: C1C2C(COC([NH:18][C@@H:19]([CH2:31][C:32]3[CH:37]=[CH:36][C:35]([OH:38])=[CH:34][CH:33]=3)[C:20]([NH:22][CH2:23][C:24]([O:26][C:27]([CH3:30])([CH3:29])[CH3:28])=[O:25])=[O:21])=O)C3C(=CC=CC=3)C=2C=CC=1.N1CCCCC1>CN(C=O)C>[NH2:18][C@@H:19]([CH2:31][C:32]1[CH:37]=[CH:36][C:35]([OH:38])=[CH:34][CH:33]=1)[C:20]([NH:22][CH2:23][C:24]([O:26][C:27]([CH3:30])([CH3:28])[CH3:29])=[O:25])=[O:21]. Product: N[C@H](C(=O)NCC(=O)OC(C)(C)C)CC1=CC=C(C=C1)O ((S)-tert-Butyl 2-(2-amino-3-(4-hydroxyphenyl)propanamido)acetate). Solvent: CN(C)C=O (DMF). Reactants: COC1=CC=C(C=C1)C(C(=O)OC)C(=O)C1=CC=C(C=C1)OC (Methyl 2,3-bis(4-methoxyphenyl)-3-oxopropanoate), NC1=CC=C(C(=O)OCC)C=C1 (ethyl 4-aminobenzoate), CS(=O)(=O)O (CH3SO3H). Solvent: petroleum ether, O(C1=CC=CC=C1)C1=CC=CC=C1 (Ph2O). Conditions: temperature 90 celsius, time 1 hour. Product: OC1=C(C(=NC2=CC=C(C=C12)C(=O)OCC)C1=CC=C(C=C1)OC)C1=CC=C(C=C1)OC (ethyl 4-hydroxy-2,3-bis(4-methoxyphenyl)quinoline-6-carboxylate). The yield is 62.2%. Reaction SMILES: [CH3:1][O:2][C:3]1[CH:8]=[CH:7][C:6]([CH:9]([C:14]([C:16]2[CH:21]=[CH:20][C:19]([O:22][CH3:23])=[CH:18][CH:17]=2)=O)[C:10](OC)=[O:11])=[CH:5][CH:4]=1.[NH2:24][C:25]1[CH:35]=[CH:34][C:28]([C:29]([O:31][CH2:32][CH3:33])=[O:30])=[CH:27][CH:26]=1.CS(O)(=O)=O>O(C1C=CC=CC=1)C1C=CC=CC=1>[OH:11][C:10]1[C:35]2[C:25](=[CH:26][CH:27]=[C:28]([C:29]([O:31][CH2:32][CH3:33])=[O:30])[CH:34]=2)[N:24]=[C:14]([C:16]2[CH:17]=[CH:18][C:19]([O:22][CH3:23])=[CH:20][CH:21]=2)[C:9]=1[C:6]1[CH:7]=[CH:8][C:3]([O:2][CH3:1])=[CH:4][CH:5]=1. Procedure details: Methyl 2,3-bis(4-methoxyphenyl)-3-oxopropanoate (1.3 g, 4.14 mmol, 1.00 equiv), ethyl 4-aminobenzoate (680 mg, 4.12 mmol, 1.00 equiv), CH3SO3H (118 mg, 1.23 mmol, 0.30 equiv), and Ph2O (20 mL) were placed in a 100-mL round-bottom flask stirred for 1 h at 90° C., then at 180° C. for 3 h, in an oil bath. Upon cooling, 100 ml of petroleum ether was added. The resulting solid was collected by filtration and dried in a vacuum oven, affording 1.1 g (crude) of ethyl 4-hydroxy-2,3-bis(4-methoxyphenyl)qu...